From a dataset of the Open Reaction Database (ORD), a public repository of structured organic reaction records. describe an organic reaction: reactants, conditions, products, and yield Starting materials: COC1=CC=C(C=C1)CS[C@H]1CO[C@H]([C@@H]1O)CO (1,4-Anhydro-2-S-[(4-methoxyphenyl)methyl]-2-thio-L-arabinitol), C1(=CC=C(C=C1)S(=O)(=O)Cl)C (p-toluenesulfonyl chloride). The solvent is N1=CC=CC=C1 (pyridine). Conditions: time 8 hour. The product is CC1=CC=C(C=C1)S(=O)(=O)OC[C@H]1[C@@H]([C@H](CO1)SCC1=CC=C(C=C1)OC)O (1,4-Anhydro-2-S-[(4-methoxyphenyl)methyl]-2-thio-L-arabinitol 5-(4-Methylbenzenesulfonate)). Isolated yield 57.1%. Reaction SMILES: [CH3:1][O:2][C:3]1[CH:8]=[CH:7][C:6]([CH2:9][S:10][C@@H:11]2[C@@H:15]([OH:16])[C@H:14]([CH2:17][OH:18])[O:13][CH2:12]2)=[CH:5][CH:4]=1.[C:19]1([CH3:29])[CH:24]=[CH:23][C:22]([S:25](Cl)(=[O:27])=[O:26])=[CH:21][CH:20]=1>N1C=CC=CC=1>[CH3:29][C:19]1[CH:24]=[CH:23][C:22]([S:25]([O:18][CH2:17][C@@H:14]2[O:13][CH2:12][C@H:11]([S:10][CH2:9][C:6]3[CH:7]=[CH:8][C:3]([O:2][CH3:1])=[CH:4][CH:5]=3)[C@H:15]2[OH:16])(=[O:27])=[O:26])=[CH:21][CH:20]=1. Reported procedure: To a 0° C. solution, under argon, of 0.580 g of product from Example 323 in 10 ml of pyridine is added 0.430 g of p-toluenesulfonyl chloride. The reaction is stirred at room temperature overnight. The mixture is quenched with water, extracted with diethyl ether, washed with water and saturated sodium chloride, dried and concentrated in vacuo. The residue is purified by chromatography (Silica gel: 50% ethyl acetate/hexane) to give 0.520 g of the desired product. Starting materials: [OH-].[K+] (potassium hydroxide), C(C)(=O)OCC.CCCCCC (ethyl acetate hexane), IC1=NNC2=NC(=NC(=C21)OC)N (3-Iodo-4-methoxypyrazolo[3,4-d]pyrimidine-6-ylamine), ClC1C[C@H](OC(=O)C=2C(=CC=CC2)C)[C@H](O1)COC(=O)C=1C(=CC=CC1)C (1-Chloro-1,2-dideoxy-3,5-di-O-toluoylribofuranose). Solvent: CO (methanol), C1(=CC=CC=C1)C (toluene). Reaction conditions: time 1 minute. Yields the product CC1=CC=C(C(=O)OC[C@H]2O[C@H](CC2OC(=O)C2=CC=C(C=C2)C)N2N=C(C=3C2=NC(=NC3OC)N)I)C=C1 ([(2R,5R)-5-(6-Amino-3-Iodo-4-methoxypyrazolo[3,4-d]pyrimidinyl)-3-(4-methylphenylcarbonyloxy)oxolan-2-yl]methyl 4-methylbenzoate). Reaction SMILES: [I:1][C:2]1[C:10]2[C:5](=[N:6][C:7]([NH2:13])=[N:8][C:9]=2[O:11][CH3:12])[NH:4][N:3]=1.[OH-].[K+].Cl[CH:17]1[O:31][C@H:30]([CH2:32][O:33][C:34]([C:36]2[C:37]([CH3:42])=[CH:38][CH:39]=[CH:40][CH:41]=2)=[O:35])[C@@H:19]([O:20][C:21]([C:23]2[C:24]([CH3:29])=[CH:25][CH:26]=[CH:27][CH:28]=2)=[O:22])[CH2:18]1.C(OCC)(=O)C.CCCCCC>CO.C1(C)C=CC=CC=1>[CH3:38][C:39]1[CH:42]=[CH:37][C:36]([C:34]([O:33][CH2:32][C@@H:30]2[CH:19]([O:20][C:21]([C:23]3[CH:28]=[CH:27][C:26]([CH3:25])=[CH:29][CH:24]=3)=[O:22])[CH2:18][C@H:17]([N:4]3[C:5]4=[N:6][C:7]([NH2:13])=[N:8][C:9]([O:11][CH3:12])=[C:10]4[C:2]([I:1])=[N:3]3)[O:31]2)=[O:35])=[CH:41][CH:40]=1 |f:1.2,4.5|. Procedure details: To a suspension of (14) (6.68 g, 22.95 mmol) in 150 mL of methanol was added 8.05 mL of a 2.85 M methanolic potassium hydroxide. The mixture was stirred for one minute and then diluted with 100 mL of toluene and evaporated. The solid potassium salt of 1 was dried under vacuum. The potassium salt was suspended in 75 mL of anhydrous DMF and then diluted with 420 mL of anhydrous acetonitrile. 1-Chloro-1,2-dideoxy-3,5-di-O-toluoylribofuranose (8.95 g, 22.95 mmol) was immediately added and the reacti... The reactants are hydrochloride salt, FC1=C(C=CC=C1)C1=CC(=CC=2CC(OC21)COS(=O)(=O)C2=CC=C(C=C2)C)C2=CC=CC=C2 ((±)-{[7-(2-fluorophenyl)-5-phenyl-2,3-dihydro-1-benzofuran-2-yl]methyl}4-methylbenzenesulfonate), CN (methylamine). The product is FC1=C(C=CC=C1)C1=CC(=CC=2CC(OC21)CNC)C2=CC=CC=C2 ((±)-{[7-(2-fluorophenyl)-5-phenyl-2,3-dihydro-1-benzofuran-2-yl]methyl}methylamine). RXN SMILES: [F:1][C:2]1[CH:7]=[CH:6][CH:5]=[CH:4][C:3]=1[C:8]1[C:16]2[O:15][CH:14]([CH2:17]OS(C3C=CC(C)=CC=3)(=O)=O)[CH2:13][C:12]=2[CH:11]=[C:10]([C:29]2[CH:34]=[CH:33][CH:32]=[CH:31][CH:30]=2)[CH:9]=1.[CH3:35][NH2:36]>>[F:1][C:2]1[CH:7]=[CH:6][CH:5]=[CH:4][C:3]=1[C:8]1[C:16]2[O:15][CH:14]([CH2:17][NH:36][CH3:35])[CH2:13][C:12]=2[CH:11]=[C:10]([C:29]2[CH:34]=[CH:33][CH:32]=[CH:31][CH:30]=2)[CH:9]=1. Reported procedure: The title compound was prepared (0.065 g, 83%) following the general procedure of Example 390 as a white solid, hydrochloride salt from (±)-{[7-(2-fluorophenyl)-5-phenyl-2,3-dihydro-1-benzofuran-2-yl]methyl}4-methylbenzenesulfonate (0.10 g, 0.21 mmol) and methylamine (0.30 g, 9.8 mmol). mp 204-206° C. Reactants: [Sm] (samarium), C1=CC=CC2=CC3=CC=CC=C3C=C12.[Yb] (anthracene ytterbium). Run in COCCOC (DME). The product is C1=CC=CC2=CC3=CC=CC=C3C=C12 (anthracene). As a reaction SMILES: [Sm].[CH:2]1[C:15]2[C:6](=[CH:7][C:8]3[C:13]([CH:14]=2)=[CH:12][CH:11]=[CH:10][CH:9]=3)[CH:5]=[CH:4][CH:3]=1.[Yb]>COCCOC>[CH:5]1[C:6]2[C:15](=[CH:14][C:13]3[C:8]([CH:7]=2)=[CH:9][CH:10]=[CH:11][CH:12]=3)[CH:2]=[CH:3][CH:4]=1 |f:1.2|. Procedure details: Example 1 is repeated, but with the use of 20 m.g atoms of samarium powder instead of ytterbium. Anthracene samarium (1/1) solvated with DME, is obtained as a purple compound with a substantially quantitative yield with respect to anthracene. The complex, treated with a water excess, gives dihydroanthracene with a quantitative yield. Starting materials: SC1=NC=NC2=CC=CC=C12 (4-mercaptoquinazoline), Cl.C(C)N(CC)CCCl (N,N-diethylaminoethylchloride hydrochloride). Yields the product C(C)N(CCSC1=NC=NC2=CC=CC=C12)CC (4-[2-(Diethylamino)ethylthio]-quinazoline). Yield: 59.9%. RXN SMILES: [SH:1][C:2]1[C:11]2[C:6](=[CH:7][CH:8]=[CH:9][CH:10]=2)[N:5]=[CH:4][N:3]=1.Cl.[CH2:13]([N:15]([CH2:18][CH2:19]Cl)[CH2:16][CH3:17])[CH3:14]>>[CH2:13]([N:15]([CH2:18][CH3:19])[CH2:16][CH2:17][S:1][C:2]1[C:11]2[C:6](=[CH:7][CH:8]=[CH:9][CH:10]=2)[N:5]=[CH:4][N:3]=1)[CH3:14] |f:1.2|. Reported procedure: The title compound(4.82 g) was prepared from 4-mercaptoquinazoline(5.0 g) and N,N-diethylaminoethylchloride hydrochloride(5.3 g). Reactants: NC1(CCC1)C(=O)OCC (Ethyl 1-aminocyclobutanecarboxylate), NC1(CCC1)C(=O)O (1-aminocyclobutanecarboxylic acid), Cl (HCl). Solvent: CCO (EtOH). Run at temperature 23 celsius, time 4 day. Product: Cl.NC1(CCC1)C(=O)OCC (ethyl 1-aminocyclobutanecarboxylate hydrochloride). RXN SMILES: [NH2:1][C:2]1([C:6]([O:8][CH2:9][CH3:10])=[O:7])[CH2:5][CH2:4][CH2:3]1.NC1(C(O)=O)CCC1.[ClH:19]>CCO>[ClH:19].[NH2:1][C:2]1([C:6]([O:8][CH2:9][CH3:10])=[O:7])[CH2:5][CH2:4][CH2:3]1 |f:4.5|. Procedure: Ethyl 1-aminocyclobutanecarboxylate ##STR153## A solution 1-aminocyclobutanecarboxylic acid (500 mg, 4.34 mmol) in EtOH (10 mL) was saturated with HCl gas, and the mixture was stirred at 23° C. for 4 d. The solvents were vaporated in vacuo, azeotroping with PhMe and CH2Cl2, to give ethyl 1-aminocyclobutanecarboxylate hydrochloride (754 mg, 4.20 mmol) as an off-white solid. Reaction SMILES: [P:1]([O:13][CH2:14][C@H:15]1[O:19][C@@H:18]([N:20]2[CH:27]=[CH:26][C:24](=[O:25])[NH:23][C:21]2=[O:22])[C@H:17]([NH2:28])[C@@H:16]1[OH:29])([O:4][P:5]([O:8][P:9]([O-:12])([O-:11])=[O:10])([O-:7])=[O:6])(=[O:3])[O-:2].[CH2:30]([NH+:32]([CH2:35][CH3:36])[CH2:33][CH3:34])[CH3:31].[CH2:37]([NH+:39]([CH2:42][CH3:43])[CH2:40][CH3:41])[CH3:38].[CH2:44]([NH+:46]([CH2:49][CH3:50])[CH2:47][CH3:48])[CH3:45].[CH2:51]([NH+:53]([CH2:56][CH3:57])[CH2:54][CH3:55])[CH3:52].[I:58]I>C([O-])(=O)C.[Na+].C(O)C>[P:1]([O:13][CH2:14][C@H:15]1[O:19][C@@H:18]([N:20]2[CH:27]=[C:26]([I:58])[C:24](=[O:25])[NH:23][C:21]2=[O:22])[C@H:17]([NH2:28])[C@@H:16]1[OH:29])([O:4][P:5]([O:8][P:9]([O-:11])([O-:12])=[O:10])([O-:7])=[O:6])(=[O:2])[O-:3].[CH2:30]([NH+:32]([CH2:35][CH3:36])[CH2:33][CH3:34])[CH3:31].[CH2:37]([NH+:39]([CH2:42][CH3:43])[CH2:40][CH3:41])[CH3:38].[CH2:44]([NH+:46]([CH2:49][CH3:50])[CH2:47][CH3:48])[CH3:45].[CH2:51]([NH+:53]([CH2:56][CH3:57])[CH2:54][CH3:55])[CH3:52] |f:0.1.2.3.4,6.7,9.10.11.12.13|. Isolated yield 30.0%. The product is P([O-])(=O)(OP(=O)([O-])OP(=O)([O-])[O-])OC[C@@H]1[C@H]([C@H]([C@@H](O1)N1C(=O)NC(=O)C(=C1)I)N)O.C(C)[NH+](CC)CC.C(C)[NH+](CC)CC.C(C)[NH+](CC)CC.C(C)[NH+](CC)CC (tetrakis(triethylammonium)-5-iodo,2'-amino,2'-deoxyuridine 5'-triphosphate). Reactants: P([O-])(=O)(OP(=O)([O-])OP(=O)([O-])[O-])OC[C@@H]1[C@H]([C@H]([C@@H](O1)N1C(=O)NC(=O)C=C1)N)O.C(C)[NH+](CC)CC.C(C)[NH+](CC)CC.C(C)[NH+](CC)CC.C(C)[NH+](CC)CC (tetrakis(triethylammonium)-2'-amino,2'-deoxyuridine 5'-triphosphate), mercuric acetate, II (iodine). Run at temperature 50 celsius, time 1 hour. Run in C(C)(=O)[O-].[Na+] (sodium acetate), C(C)O (ethanol). Procedure: To a solution of tetrakis(triethylammonium)-2'-amino,2'-deoxyuridine 5'-triphosphate (35.2 mg, 0.02 mmoles, 0.02M) in sodium acetate (0.1M, 2 ml, pH 6.0) was added a solution of mercuric acetate (63.74 mg in 0.1M sodium acetate, 0.01M). The mixture was heated at 50° C. for 3 h. After cooling to room temperature, a solution of iodine in ethanol (25.38 mg I2 in 80 μl ethanol) was added. The mixture was stirred at room temperature in the dark for 1 h. The product was purified by DEAE Sephadex-A25 (... Starting materials: O=C(O)c1cc(F)c(F)c(F)c1[N+](=O)[O-], [NH4+], [OH-]. Yields the product Nc1c(F)c(F)cc(C(=O)O)c1[N+](=O)[O-]. RXN SMILES: [N+:1](=[O:2])([O-:3])[c:4]1[c:5]([C:6](=[O:7])[OH:8])[cH:9][c:10]([F:15])[c:11]([F:14])[c:12]1[F:13].[NH4+:16].[OH-:17]>>[N+:1](=[O:2])([O-:3])[c:4]1[c:5]([C:6](=[O:7])[OH:8])[cH:9][c:10]([F:15])[c:11]([F:14])[c:12]1[NH2:16].